Dataset: the Open Reaction Database (ORD), a public repository of structured organic reaction records. Task: describe an organic reaction: reactants, conditions, products, and yield The reactants are COC1=C(C=CC(=C1OC)OC)C(C(C)([N+](=O)[O-])C)O (1-(2,3,4-trimethoxyphenyl)-2-methyl-2-nitropropanol), S(=O)(Cl)Cl (thionyl chloride). Solvent: C1=CC=CC=C1 (benzene). Yields the product COC1=C(C=CC(=C1OC)OC)C(C(C)([N+](=O)[O-])C)Cl (1-(2,3,4-trimethoxyphenyl)-1-chloro-2-methyl-2-nitropropane). Isolated yield 74.9%. As a reaction SMILES: [CH3:1][O:2][C:3]1[C:8]([O:9][CH3:10])=[C:7]([O:11][CH3:12])[CH:6]=[CH:5][C:4]=1[CH:13](O)[C:14]([CH3:19])([N+:16]([O-:18])=[O:17])[CH3:15].S(Cl)([Cl:23])=O>C1C=CC=CC=1>[CH3:1][O:2][C:3]1[C:8]([O:9][CH3:10])=[C:7]([O:11][CH3:12])[CH:6]=[CH:5][C:4]=1[CH:13]([Cl:23])[C:14]([CH3:19])([N+:16]([O-:18])=[O:17])[CH3:15]. Reported procedure: A mixture of 14.3 g of 1-(2,3,4-trimethoxyphenyl)-2-methyl-2-nitropropanol, 11.9 g of thionyl chloride and 150 ml of anhydrous benzene is refluxed for 3.5 hours. After the reaction, the reaction mixture is evaporated to remove solvent. The residue (yellow oil) is purified by silica gel chromatography (Solvent: n-hexane-ethyl acetate (10:1). 11.4 g of 1-(2,3,4-trimethoxyphenyl)-1-chloro-2-methyl-2-nitropropane are thereby obtained as a yellow oil. Starting materials: C(C)(=O)OC=1C=C2C=CC(=CC2=CC1)C(=O)NC=1C=C(C=CC1)N1C2=C(N=C(C1=O)CC=1C=NC=CC1)C=CC=N2 (4-[3-(6-acetoxy-2-naphthoylamino)phenyl]-2-(3-pyridylmethyl)-3-oxo-3,4-dihydropyrido[2,3-b]pyrazine). The solvent is Cl (hydrochloric acid). Run at time 2 hour. Yields the product OC=1C=C2C=CC(=CC2=CC1)C(=O)NC=1C=C(C=CC1)N1C2=C(N=C(C1=O)CC=1C=NC=CC1)C=CC=N2 (4-[3-(6-hydroxy-2-naphthoylamino)phenyl]-2-(3-pyridylmethyl)-3-oxo-3,4-dihydropyrido[2,3-b]pyrazine). Isolated yield 16.4%. Reaction SMILES: C([O:4][C:5]1[CH:6]=[C:7]2[C:12](=[CH:13][CH:14]=1)[CH:11]=[C:10]([C:15]([NH:17][C:18]1[CH:19]=[C:20]([N:24]3[C:29](=[O:30])[C:28]([CH2:31][C:32]4[CH:33]=[N:34][CH:35]=[CH:36][CH:37]=4)=[N:27][C:26]4[CH:38]=[CH:39][CH:40]=[N:41][C:25]3=4)[CH:21]=[CH:22][CH:23]=1)=[O:16])[CH:9]=[CH:8]2)(=O)C>Cl>[OH:4][C:5]1[CH:6]=[C:7]2[C:12](=[CH:13][CH:14]=1)[CH:11]=[C:10]([C:15]([NH:17][C:18]1[CH:19]=[C:20]([N:24]3[C:29](=[O:30])[C:28]([CH2:31][C:32]4[CH:33]=[N:34][CH:35]=[CH:36][CH:37]=4)=[N:27][C:26]4[CH:38]=[CH:39][CH:40]=[N:41][C:25]3=4)[CH:21]=[CH:22][CH:23]=1)=[O:16])[CH:9]=[CH:8]2. Reported procedure: A mixture of 4-[3-(6-acetoxy-2-naphthoylamino)phenyl]-2-(3-pyridylmethyl)-3-oxo-3,4-dihydropyrido[2,3-b]pyrazine (840 mg) in 3N hydrochloric acid (25 ml) was stirred at room temperature for 2 hours. Then the mixture was concentrated and poured into a mixture of ethyl acetate and aqueous sodium bicarbonate. The organic phase was separated, washed with aqueous sodium bicarbonate and brine, dried over magnesium sulfate and concentrated. The residue was crystallized from ethanol to give 4-[3-(6-hydr... Starting materials: FC1=CC=C(C=C1)C=1C=CC=C2C(=NN(C12)CCC)C1=CC=C(C=C1)OC (7-(4-Fluorophenyl)-3-(4-methoxyphenyl)-1-propyl-1H-indazole), B(Br)(Br)Br (BBr3). Yields the product FC1=CC=C(C=C1)C=1C=CC=C2C(=NN(C12)CCC)C1=CC=C(C=C1)O (4-[7-(4-Fluorophenyl)-1-propyl-1H-indazole-3-yl]phenol). Isolated yield 71.4%. RXN SMILES: [F:1][C:2]1[CH:7]=[CH:6][C:5]([C:8]2[CH:9]=[CH:10][CH:11]=[C:12]3[C:16]=2[N:15]([CH2:17][CH2:18][CH3:19])[N:14]=[C:13]3[C:20]2[CH:25]=[CH:24][C:23]([O:26]C)=[CH:22][CH:21]=2)=[CH:4][CH:3]=1.B(Br)(Br)Br>>[F:1][C:2]1[CH:7]=[CH:6][C:5]([C:8]2[CH:9]=[CH:10][CH:11]=[C:12]3[C:16]=2[N:15]([CH2:17][CH2:18][CH3:19])[N:14]=[C:13]3[C:20]2[CH:21]=[CH:22][C:23]([OH:26])=[CH:24][CH:25]=2)=[CH:4][CH:3]=1. Procedure: Prepared according to Method D step C from 7-(4-Fluorophenyl)-3-(4-methoxyphenyl)-1-propyl-1H-indazole (0.125 g, 0.35 mmol), BBr3 (0.066 mL, 0.7 mmol) to give the title compound as a white solid (0.087 g, 0.25 mmol, 72%). The reactants are OBO, CNc1c(C(=O)c2ccc(Cl)cc2Cl)oc2cc(Br)ccc12, CC(=O)Nc1ccccc1, COCCOC, [Na+], [Na+], O=C([O-])[O-]. Product: CNc1c(C(=O)c2ccc(Cl)cc2Cl)oc2cc(-c3cccc(NC(C)=O)c3)ccc12. As a reaction SMILES: [BH:23]([OH:24])[OH:25].[Br:1][c:2]1[cH:3][c:4]2[c:5]([c:6]([NH:19][CH3:20])[c:7]([C:9](=[O:10])[c:11]3[c:12]([Cl:18])[cH:13][c:14]([Cl:17])[cH:15][cH:16]3)[o:8]2)[cH:21][cH:22]1.[C:26]([CH3:27])(=[O:28])[NH:29][c:30]1[cH:31][cH:32][cH:33][cH:34][cH:35]1.[CH3:42][O:43][CH2:44][CH2:45][O:46][CH3:47].[Na+:36].[Na+:37].[O-:38][C:39](=[O:40])[O-:41]>>[c:2]1(-[c:34]2[cH:33][cH:32][cH:31][c:30]([NH:29][C:26]([CH3:27])=[O:28])[cH:35]2)[cH:3][c:4]2[c:5]([c:6]([NH:19][CH3:20])[c:7]([C:9](=[O:10])[c:11]3[c:12]([Cl:18])[cH:13][c:14]([Cl:17])[cH:15][cH:16]3)[o:8]2)[cH:21][cH:22]1. Reaction SMILES: [CH3:1][S:2]([O:3][CH2:6][CH2:7][CH:8]([c:9]1[cH:10][cH:11][cH:12][cH:13][cH:14]1)[NH:15][C:16](=[O:17])[CH:18]1[S:19][CH2:20][CH2:21][N:22]1[S:23](=[O:24])(=[O:25])[c:26]1[cH:27][cH:28][c:29](-[c:32]2[cH:33][cH:34][cH:35][cH:36][cH:37]2)[cH:30][cH:31]1)(=[O:4])=[O:5].[o:38]1[c:39]([CH2:43][NH:44][CH3:45])[cH:40][cH:41][cH:42]1>>[CH2:6]([CH2:7][CH:8]([c:9]1[cH:10][cH:11][cH:12][cH:13][cH:14]1)[NH:15][C:16](=[O:17])[CH:18]1[S:19][CH2:20][CH2:21][N:22]1[S:23](=[O:24])(=[O:25])[c:26]1[cH:27][cH:28][c:29](-[c:32]2[cH:33][cH:34][cH:35][cH:36][cH:37]2)[cH:30][cH:31]1)[N:44]([CH2:43][c:39]1[o:38][cH:42][cH:41][cH:40]1)[CH3:45]. Product: CN(CCC(NC(=O)C1SCCN1S(=O)(=O)c1ccc(-c2ccccc2)cc1)c1ccccc1)Cc1ccco1. The reactants are CS(=O)(=O)OCCC(NC(=O)C1SCCN1S(=O)(=O)c1ccc(-c2ccccc2)cc1)c1ccccc1, CNCc1ccco1.